From a dataset of the Open Reaction Database (ORD), a public repository of structured organic reaction records. describe an organic reaction: reactants, conditions, products, and yield The reactants are COC(OC)c1ccc(C(=O)Cc2ccccc2)cc1, CN(C)C=O. Yields the product COC(OC)c1ccc(C(=O)C(=CN(C)C)c2ccccc2)cc1. Reaction SMILES: [CH3:1][O:2][CH:3]([c:4]1[cH:5][cH:6][c:7]([C:10]([CH2:11][c:12]2[cH:13][cH:14][cH:15][cH:16][cH:17]2)=[O:18])[cH:8][cH:9]1)[O:19][CH3:20].[O:21]=[CH:22][N:23]([CH3:24])[CH3:25]>>[CH3:1][O:2][CH:3]([c:4]1[cH:5][cH:6][c:7]([C:10]([C:11]([c:12]2[cH:13][cH:14][cH:15][cH:16][cH:17]2)=[CH:22][N:23]([CH3:24])[CH3:25])=[O:18])[cH:8][cH:9]1)[O:19][CH3:20]. The reactants are C(CC)I (propyl iodide), C(O)([O-])=O.[K+] (potassium hydrogen carbonate), C1CCC2C(C1)OCCOCCOC3CCCCC3OCCOCCO2 (dicyclohexano-18-crown-6), COC(CCCCCOC=1C=CC2=C(N(C(=N2)S)C2=CC=C(C=C2)C)C1)=O (6-[[2-mercapto-1-(4-methylphenyl)-1H-benzimidazol-6-yl]oxy]hexanoic acid methyl ester). Solvent: CN(C=O)C (N,N-dimethylformamide). Run at temperature 20 celsius, time 48 hour. Product: COC(CCCCCOC=1C=CC2=C(N(C(=N2)SCCC)C2=CC=C(C=C2)C)C1)=O (6-[[1-(4-Methylphenyl)-2-propylmercapto-1H-benzimidazol-6-yl]oxy]hexanoic acid methyl ester). Reaction SMILES: [CH3:1][O:2][C:3](=[O:27])[CH2:4][CH2:5][CH2:6][CH2:7][CH2:8][O:9][C:10]1[CH:11]=[CH:12][C:13]2[N:17]=[C:16]([SH:18])[N:15]([C:19]3[CH:24]=[CH:23][C:22]([CH3:25])=[CH:21][CH:20]=3)[C:14]=2[CH:26]=1.[CH2:28](I)[CH2:29][CH3:30].C(=O)([O-])O.[K+].C1CC2OCCOCCOC3C(OCCOCCOC2CC1)CCCC3>CN(C)C=O>[CH3:1][O:2][C:3](=[O:27])[CH2:4][CH2:5][CH2:6][CH2:7][CH2:8][O:9][C:10]1[CH:11]=[CH:12][C:13]2[N:17]=[C:16]([S:18][CH2:28][CH2:29][CH3:30])[N:15]([C:19]3[CH:20]=[CH:21][C:22]([CH3:25])=[CH:23][CH:24]=3)[C:14]=2[CH:26]=1 |f:2.3|. Procedure: 1 g of 6-[[2-mercapto-1-(4-methylphenyl)-1H-benzimidazol-6-yl]oxy]hexanoic acid methyl ester was dissolved in 15 ml of N,N-dimethylformamide, mixed with 0.3 ml of propyl iodide, 0.55 g of potassium hydrogen carbonate and 97 mg of dicyclohexano-18-crown-6, and the mixture was stirred for 48 hours at 20° C. It was filtered, and the filtrate was concentrated by evaporation in a vacuum. The residue was purified by column chromatography on silica gel. 1.06 g was obtained. Reactants: C(C1=CC=CC=C1)OC=1C=C(C=CC1)O (3-benzyloxyphenol), C([O-])([O-])=O.[K+].[K+] (potassium carbonate), C([C@@H]1CO1)OS(=O)(=O)C1=CC(=CC=C1)[N+](=O)[O-] ((S)-Glycidyl-3-nitrobenzenesulphonate). Solvent: CC(=O)C (acetone). Yields the product C([C@H]1CO1)C1=C(C=CC=C1OCC1=CC=CC=C1)O ((S)-Glycidyl-3-benzyloxyphenol). Reaction SMILES: [CH2:1]([O:8][C:9]1[CH:10]=[C:11]([OH:15])[CH:12]=[CH:13][CH:14]=1)[C:2]1[CH:7]=[CH:6][CH:5]=[CH:4][CH:3]=1.C(=O)([O-])[O-].[K+].[K+].[CH2:22](OS(C1C=CC=C([N+]([O-])=O)C=1)(=O)=O)[C@H:23]1[O:25][CH2:24]1>CC(C)=O>[CH2:22]([C:10]1[C:9]([O:8][CH2:1][C:2]2[CH:3]=[CH:4][CH:5]=[CH:6][CH:7]=2)=[CH:14][CH:13]=[CH:12][C:11]=1[OH:15])[C@@H:23]1[O:25][CH2:24]1 |f:1.2.3|. Procedure details: A mixture of 3-benzyloxyphenol (900 mg, 4.5 mMol) and potassium carbonate (1.87 g, 13.5 mMol) in acetone (45 ml) was heated under reflux for 15 mins. (S)-Glycidyl-3-nitrobenzenesulphonate (1.0 g, 4.5 mMol) was added and the reaction mixture was heated under reflux for 23 hours. After cooling the reaction mixture was filtered and the solvent was evaporated. The residue was partitioned between ethyl acetate and water. The organic fractions were combined, washed with water and brine, dried and evap... Reactants: CCCCCCCCO, Cc1ccccc1, O, O=C(O)c1ccc(-c2ccc(O)cc2)cc1, Cc1ccc(S(=O)(=O)O)cc1. The product is CCCCCCCCOC(=O)c1ccc(-c2ccc(O)cc2)cc1. As a reaction SMILES: [CH2:1]([CH2:2][CH2:3][CH2:4][CH2:5][CH2:6][CH2:7][CH3:8])[OH:9].[CH3:37][c:38]1[cH:39][cH:40][cH:41][cH:42][cH:43]1.[OH2:44].[OH:10][c:11]1[cH:12][cH:13][c:14](-[c:17]2[cH:18][cH:19][c:20]([C:21](=[O:22])[OH:23])[cH:24][cH:25]2)[cH:15][cH:16]1.[c:26]1([CH3:27])[cH:28][cH:29][c:30]([S:31]([OH:32])(=[O:33])=[O:34])[cH:35][cH:36]1>>[CH2:1]([CH2:2][CH2:3][CH2:4][CH2:5][CH2:6][CH2:7][CH3:8])[O:9][C:21]([c:20]1[cH:19][cH:18][c:17](-[c:14]2[cH:13][cH:12][c:11]([OH:10])[cH:16][cH:15]2)[cH:25][cH:24]1)=[O:22].